This data is from the Open Reaction Database (ORD), a public repository of structured organic reaction records. The task is: describe an organic reaction: reactants, conditions, products, and yield Starting materials: C1(=CC=CC=C1)C=1C(=C(C=CC1C)S(=O)(=O)C)C1=CC=C(C=C1)N(C)C ([(phenyl)(4-dimethylaminophenyl)(4-methylphenylsulfonyl)]methane), N1C(=CC2=CC=CC=C12)C(=O)O (indole-2-carboxylic acid), Cl (hydrochloric acid). Run in C(C)O (ethanol). Yields the product C1(=CC=CC=C1)C(C1=C(NC2=CC=CC=C12)C(=O)O)C1=CC=C(C=C1)N(C)C ((phenyl)(4-dimethylaminophenyl)(2-carboxyindol-3-yl]methane). Reaction SMILES: [C:1]1([C:7]2[C:8]([C:18]3[CH:23]=[CH:22][C:21]([N:24]([CH3:26])[CH3:25])=[CH:20][CH:19]=3)=[C:9](S(C)(=O)=O)[CH:10]=[CH:11][C:12]=2C)C=CC=CC=1.[NH:27]1[C:35]2[C:30](=[CH:31][CH:32]=[CH:33][CH:34]=2)[CH:29]=[C:28]1[C:36]([OH:38])=[O:37].Cl>C(O)C>[C:7]1([CH:8]([C:18]2[CH:19]=[CH:20][C:21]([N:24]([CH3:25])[CH3:26])=[CH:22][CH:23]=2)[C:29]2[C:30]3[C:35](=[CH:34][CH:33]=[CH:32][CH:31]=3)[NH:27][C:28]=2[C:36]([OH:38])=[O:37])[CH:1]=[CH:9][CH:10]=[CH:11][CH:12]=1. Procedure details: Proceeding in a manner similar to that described in Example 2 above, 20.5 g of [(phenyl)(4-dimethylaminophenyl)(4-methylphenylsulfonyl)]methane was interacted with 10.0 g of indole-2-carboxylic acid in the presence of 5.6 ml of concentrated hydrochloric acid in 140.0 ml of ethanol to obtain 3.34 g of [(phenyl)(4-dimethylaminophenyl)(2-carboxyindol-3-yl]methane (Formula XI: R1 =R2 =R3 =R4 =R11 =B"=H; R5 =N(CH3)2), a blue solid which melted at 213°-215° C. The nuclear magnetic resonance spectrum w... Starting materials: CCCCC, CCCCCCCC=C(F)C(F)(F)OC, O=S(=O)(O)O. The product is CCCCCCCC=C(F)C(=O)OC. RXN SMILES: [CH3:21][CH2:22][CH2:23][CH2:24][CH3:25].[CH3:6][O:7][C:8]([C:9](=[CH:10][CH2:11][CH2:12][CH2:13][CH2:14][CH2:15][CH2:16][CH3:17])[F:18])([F:19])[F:20].[S:1]([OH:2])(=[O:3])(=[O:4])[OH:5]>>[O:2]=[C:8]([O:7][CH3:6])[C:9](=[CH:10][CH2:11][CH2:12][CH2:13][CH2:14][CH2:15][CH2:16][CH3:17])[F:18]. Reactants: CO, [H][H], COc1cc(C(=O)N(C)c2ccc(C)cc2OCc2ccccc2)ccc1NC(=O)c1cccc2[nH]c(CN)nc12, [OH-], [OH-], [Pd+2]. Yields the product COc1cc(C(=O)N(C)c2ccc(C)cc2O)ccc1NC(=O)c1cccc2[nH]c(CN)nc12. Reaction SMILES: [CH3:44][OH:45].[H:42][H:43].[NH2:1][CH2:2][c:3]1[n:4][c:5]2[c:6]([nH:7]1)[cH:8][cH:9][cH:10][c:11]2[C:12](=[O:13])[NH:14][c:15]1[c:16]([O:40][CH3:41])[cH:17][c:18]([C:19](=[O:20])[N:21]([c:22]2[c:23]([O:29][CH2:30][c:31]3[cH:32][cH:33][cH:34][cH:35][cH:36]3)[cH:24][c:25]([CH3:28])[cH:26][cH:27]2)[CH3:37])[cH:38][cH:39]1.[OH-:46].[OH-:48].[Pd+2:47]>>[NH2:1][CH2:2][c:3]1[n:4][c:5]2[c:6]([nH:7]1)[cH:8][cH:9][cH:10][c:11]2[C:12](=[O:13])[NH:14][c:15]1[c:16]([O:40][CH3:41])[cH:17][c:18]([C:19](=[O:20])[N:21]([c:22]2[c:23]([OH:29])[cH:24][c:25]([CH3:28])[cH:26][cH:27]2)[CH3:37])[cH:38][cH:39]1. Starting materials: FC(C1=CC=C(C=C1)C(CC)=O)(F)F (1-[4-(trifluoromethyl)phenyl]-1-propanone), [OH-].[K+] (potassium hydroxide), BrC=1C=C2C(C(NC2=CC1)=O)=O (5-bromo-1H-indole-2,3-dione). Solvent: O (water), C(C)O (ethanol). Product: BrC=1C=C2C(=C(C(=NC2=CC1)C1=CC=C(C=C1)C(F)(F)F)C)C(=O)O (6-bromo-3-methyl-2-[4-(trifluoromethyl)phenyl]-4-quinolinecarboxylic acid). Isolated yield 97.8%. Reaction SMILES: [OH-:1].[K+].[Br:3][C:4]1[CH:5]=[C:6]2[C:10](=[CH:11][CH:12]=1)[NH:9][C:8](=[O:13])[C:7]2=O.[F:15][C:16]([F:28])([F:27])[C:17]1[CH:22]=[CH:21][C:20]([C:23](=O)[CH2:24][CH3:25])=[CH:19][CH:18]=1>O.C(O)C>[Br:3][C:4]1[CH:5]=[C:6]2[C:10](=[CH:11][CH:12]=1)[N:9]=[C:23]([C:20]1[CH:19]=[CH:18][C:17]([C:16]([F:15])([F:27])[F:28])=[CH:22][CH:21]=1)[C:24]([CH3:25])=[C:7]2[C:8]([OH:13])=[O:1] |f:0.1|. Procedure: A solution of potassium hydroxide (13.08 g, 233 mmol) in water (25.2 mL) was added slowly to a solution of 5-bromo-1H-indole-2,3-dione (9.76 g, 38.9 mmol) in ethanol (63.1 mL). 1-[4-(trifluoromethyl)phenyl]-1-propanone (8.64 g, 42.7 mmol) was added and the mixture was heated to reflux for 1 h. The reaction mixture was concentrated to remove the solvent, the residue was dissolved in water, and the mixture was washed three times with Et2O. The aqueous mixture was chilled, and concentrated HCl was ... The reactants are BrC1=CC=C(C=C1)C1=CC(=NN1C=1C=CC(=NC1)S(=O)(=O)N)C(F)(F)F (5-[5-(4-Bromophenyl)-3-(trifluoromethyl)-1H-pyrazol-1-yl]-2-pyridinesulfonamide), BrC1=CC=C(C=C1)C1=C(C(=NN1C=1C=CC(=NC1)S(=O)(=O)N)C(F)(F)F)Cl (5-[5-(4-bromophenyl)-4-chloro-3-(trifluoromethyl)-1H-pyrazol-1-yl]-2-pyridinesulfonamide). Product: S1C=NC(=C1)C1=CC=C(C=C1)C1=CC(=NN1C=1C=CC(=NC1)S(=O)(=O)N)C(F)(F)F (5-{5-[4-(1,3-Thiazol-4-yl)phenyl]-3-(trifluoromethyl)-1H-pyrazol-1-yl}-2-pyridinesulfonamide). As a reaction SMILES: Br[C:2]1[CH:7]=[CH:6][C:5]([C:8]2[N:12]([C:13]3[CH:14]=[CH:15][C:16]([S:19]([NH2:22])(=[O:21])=[O:20])=[N:17][CH:18]=3)[N:11]=[C:10]([C:23]([F:26])([F:25])[F:24])[CH:9]=2)=[CH:4][CH:3]=1.BrC1C=CC(C2N([C:39]3C=C[C:42]([S:45](N)(=O)=O)=[N:43][CH:44]=3)N=C(C(F)(F)F)C=2Cl)=CC=1>>[S:45]1[CH:39]=[C:44]([C:2]2[CH:7]=[CH:6][C:5]([C:8]3[N:12]([C:13]4[CH:14]=[CH:15][C:16]([S:19]([NH2:22])(=[O:21])=[O:20])=[N:17][CH:18]=4)[N:11]=[C:10]([C:23]([F:24])([F:25])[F:26])[CH:9]=3)=[CH:4][CH:3]=2)[N:43]=[CH:42]1. Reported procedure: The title compound was prepared according to the procedure of step 3 in the Example 4 using 5-[5-(4-bromophenyl)-3-(trifluoromethyl)-1H-pyrazol-1-yl]-2-pyridinesulfonamide (Example 4, step 1), instead of 5-[5-(4-bromophenyl)-4-chloro-3-(trifluoromethyl)-1H-pyrazol-1-yl]-2-pyridinesulfonamide.